The task is: describe an organic reaction: reactants, conditions, products, and yield. This data is from the Open Reaction Database (ORD), a public repository of structured organic reaction records. The reactants are CC1(OCCO1)C1=NC(=CC=C1)CN1N=CC(=N1)[N+](=O)[O-] (2-(2-methyl-[1,3]dioxolan-2-yl)-6-(4-nitro-[1,2,3]triazol-2-ylmethyl)-pyridine), [NH4+].[Cl-] (NH4Cl), N#N (N2). Reagents/catalysts: [Fe] (iron). Solvent: CCO (EtOH), O (water). Run at temperature 75 celsius, time 1 hour. Product: CC1(OCCO1)C1=CC=CC(=N1)CN1N=CC(=N1)N (2-[6-(2-Methyl-[1,3]dioxolan-2-yl)-pyridin-2-ylmethyl]-2H-[1,2,3]triazol-4-ylamine). As a reaction SMILES: N#N.[CH3:3][C:4]1([C:9]2[CH:14]=[CH:13][CH:12]=[C:11]([CH2:15][N:16]3[N:20]=[C:19]([N+:21]([O-])=O)[CH:18]=[N:17]3)[N:10]=2)[O:8][CH2:7][CH2:6][O:5]1.[NH4+].[Cl-]>CCO.O.[Fe]>[CH3:3][C:4]1([C:9]2[N:10]=[C:11]([CH2:15][N:16]3[N:20]=[C:19]([NH2:21])[CH:18]=[N:17]3)[CH:12]=[CH:13][CH:14]=2)[O:8][CH2:7][CH2:6][O:5]1 |f:2.3|. Procedure: In a flame dried round-bottomed flask equipped with a magnetic stir bar and under inert atmosphere (N2), a mixture of 2-(2-methyl-[1,3]dioxolan-2-yl)-6-(4-nitro-[1,2,3]triazol-2-ylmethyl)-pyridine (66 mg, 0.23 mmol), iron powder (38 mg, 0.68 mmol) and NH4Cl (61 mg, 1.13 mmol) in a mixture of EtOH (2.0 mL) and water (1.0 mL) was stirred at 75° C. for 1 h. The reaction mixture was filtered while hot and concentrated under reduced pressure. CH2Cl2 (20 mL) was added followed by 1N NaOH (20 mL). The ... The reactants are C1(CC1)C(=O)C1=C(NS(=O)(=O)C2=CC=C(C=C2)C)C=CC=C1 (2'-(cyclopropylcarbonyl)-p-toluenesulfonanilide), S(O)(O)(=O)=O (sulfuric acid), [OH-].[NH4+] (ammonium hydroxide). Conditions: temperature 90 celsius. The product is NC1=C(C=CC=C1)C(CCCO)=O (1-(o-aminophenyl)-4-hydroxy-1-butanone). The yield is 80.0%. Reaction SMILES: [CH:1]1([C:4]([C:6]2[CH:22]=[CH:21][CH:20]=[CH:19][C:7]=2[NH:8]S(C2C=CC(C)=CC=2)(=O)=O)=[O:5])[CH2:3][CH2:2]1.S(=O)(=O)(O)[OH:24].[OH-].[NH4+]>>[NH2:8][C:7]1[CH:19]=[CH:20][CH:21]=[CH:22][C:6]=1[C:4](=[O:5])[CH2:1][CH2:2][CH2:3][OH:24] |f:2.3|. Procedure details: The product of example 2 (1.5 g, 4.7 mmol) is treated with 96% sulfuric acid and heated to 90° C. for 15 minutes. The solution is cooled, adjusted to pH 9 with ammonium hydroxide and extracted with methylene chloride. The combined extracts are concentrated in vacuo to provide 1-(o-aminophenyl)-4-hydroxy-1-butanone (80% yield, mp 58-61° C.). The product is identified by NMR and MS analyses. Starting materials: C1(=CC=CC=C1)CC(=O)O (phenylacetic acid), N=C=N (carbodiimide), CC1=NC(=CC=C1)C#CC=C1CCNCC1 (2-Methyl-6-(3-piperidin-4-ylideneprop-1-ynyl)pyridine). Solvent: C(Cl)Cl (CH2Cl2). Conditions: time 20 minute. Yields the product CC1=NC(=CC=C1)C#CC=C1CCN(CC1)C(CC1=CC=CC=C1)=O (2-Methyl-6-{3-[1-(Phenylacetyl)piperidin-4-ylidene]prop-1-ynyl}pyridine). Yield: 80.4%. Reaction SMILES: [C:1]1([CH2:7][C:8]([OH:10])=O)[CH:6]=[CH:5][CH:4]=[CH:3][CH:2]=1.N=C=N.[CH3:14][C:15]1[CH:20]=[CH:19][CH:18]=[C:17]([C:21]#[C:22][CH:23]=[C:24]2[CH2:29][CH2:28][NH:27][CH2:26][CH2:25]2)[N:16]=1>C(Cl)Cl>[CH3:14][C:15]1[CH:20]=[CH:19][CH:18]=[C:17]([C:21]#[C:22][CH:23]=[C:24]2[CH2:25][CH2:26][N:27]([C:8](=[O:10])[CH2:7][C:1]3[CH:2]=[CH:3][CH:4]=[CH:5][CH:6]=3)[CH2:28][CH2:29]2)[N:16]=1. Reported procedure: To a solution of phenylacetic acid (61.5 mg, 0.452 mmol) in 10 mL di CH2Cl2 was added PS-carbodiimide 1.25 mmol/g (480 mg, 0.6 mmol), while gently stirring at r.t. After 20 min., the Compound of Example 3 (64 mg, 0.301 mmol) was added. A very slow stirring was maintained overnight. Filtration, followed by washing the resin with CH2Cl2 and evaporation afforded a crude which was purified by flash chromatography (CHCl3-1.4 N MeOH/NH3 100:0.2) yielding the title product (80 mg). Reactants: COC(=O)CBr, CN(C)C=O, [H-], [Na+], COCOc1ccc(CCC(=O)c2c(OC)cc(OC)c(CCC(C)C)c2O)cc1OC. Product: COCOc1ccc(CCC(=O)c2c(OC)cc(OC)c(CCC(C)C)c2OCC(=O)OC)cc1OC. As a reaction SMILES: [Br:35][CH2:36][C:37](=[O:38])[O:39][CH3:40].[CH3:41][N:42]([CH3:43])[CH:44]=[O:45].[H-:33].[Na+:34].[OH:1][c:2]1[c:3]([C:17]([CH2:18][CH2:19][c:20]2[cH:21][c:22]([O:30][CH3:31])[c:23]([O:26][CH2:27][O:28][CH3:29])[cH:24][cH:25]2)=[O:32])[c:4]([O:15][CH3:16])[cH:5][c:6]([O:13][CH3:14])[c:7]1[CH2:8][CH2:9][CH:10]([CH3:11])[CH3:12]>>[O:1]([c:2]1[c:3]([C:17]([CH2:18][CH2:19][c:20]2[cH:21][c:22]([O:30][CH3:31])[c:23]([O:26][CH2:27][O:28][CH3:29])[cH:24][cH:25]2)=[O:32])[c:4]([O:15][CH3:16])[cH:5][c:6]([O:13][CH3:14])[c:7]1[CH2:8][CH2:9][CH:10]([CH3:11])[CH3:12])[CH2:36][C:37](=[O:38])[O:39][CH3:40]. The reactants are ClC1=CC(=CC=2[C@@H]3[C@@H](NC(C12)=O)CN(C3)C(=O)OC(C)(C)C)C ((3aR,9bS)-tert-butyl 6-chloro-5-oxo-8-methyl-3,3a,4,5-tetrahydro-1H-pyrrolo[3,4-c]isoquinoline-2(9bH)-carboxylate), ClC1=C(C(=O)N(CC)CC)C=CC(=C1)C (2-Chloro-N,N-diethyl-4-methylbenzamide). Product: Cl.ClC1=CC(=CC=2[C@@H]3[C@@H](NC(C12)=O)CNC3)C ((3aR,9bS)-6-Chloro-8-methyl-2,3,3a,4-tetrahydro-1H-pyrrolo[3,4-c]isoquinolin-5(9bH)-one hydrochloride). Reaction SMILES: [Cl:1][C:2]1[C:11]2[C:10](=[O:12])[NH:9][C@H:8]3[CH2:13][N:14](C(OC(C)(C)C)=O)[CH2:15][C@@H:7]3[C:6]=2[CH:5]=[C:4]([CH3:23])[CH:3]=1.ClC1C=C(C)C=CC=1C(N(CC)CC)=O>>[ClH:1].[Cl:1][C:2]1[C:11]2[C:10](=[O:12])[NH:9][C@H:8]3[CH2:13][NH:14][CH2:15][C@@H:7]3[C:6]=2[CH:5]=[C:4]([CH3:23])[CH:3]=1 |f:2.3|. Procedure details: Following the procedure described in Example 23, Part K, (3aR,9bS)-tert-butyl 6-chloro-5-oxo-8-methyl-3,3a,4,5-tetrahydro-1H-pyrrolo[3,4-c]isoquinoline-2(9bH)-carboxylate, the first eluting compound from Part C above, was converted into the title compound of Example 37 as an off-white solid. 1H NMR (CD3OD): δ 7.26 (s, 1H), 6.93 (s, 1H), 4.06-4.02 (m, 1H), 3.73-3.67 (m, 2H), 3.40-3.34 (m, 2H), 3.30-3.25 (m, 1H), 2.39 (s, 3H). LRMS (ESI): 237.1/239.1 (M+H)+. Starting materials: COC(=O)C=1C=C(C2=C(S(CC3=C(O2)C(=CC(=C3)N3CCNCC3)Cl)(=O)=O)C1)C (4-Chloro-6-methyl-10,10-dioxo-2-piperazin-1-yl-10,11-dihydro-5-oxa-10lambda*6*-thia-dibenzo[a,d]cycloheptene-8-carboxylic acid methyl ester), CN(C)C1=C(C=O)C=CC=C1 (dimethylaminobenzaldehyde), C(#N)[BH3-].[Na+] (sodium cyanoborohydride), N#N (N2). Reagents/catalysts: CC([O-])C.[Ti+4].CC([O-])C.CC([O-])C.CC([O-])C (Titanium isopropoxide). The solvent is CO (methanol), O (water). Conditions: time 1.5 hour. The product is COC(=O)C=1C=C(C2=C(S(CC3=C(O2)C(=CC(=C3)N3CCN(CC3)CC3=CC=C(C=C3)N(C)C)Cl)(=O)=O)C1)C (4-Chloro-2-[4-(4-dimethylamino-benzyl)-piperazin-1-yl]-6-methyl-10,10-dioxo-10,11-dihydro-5-oxa-10lambda*6*-thia-dibenzo[a,d]cycloheptene-8-carboxylic acid methyl ester). As a reaction SMILES: [CH3:1][O:2][C:3]([C:5]1[CH:6]=[C:7]([CH3:29])[C:8]2[O:14][C:13]3[C:15]([Cl:25])=[CH:16][C:17]([N:19]4[CH2:24][CH2:23][NH:22][CH2:21][CH2:20]4)=[CH:18][C:12]=3[CH2:11][S:10](=[O:27])(=[O:26])[C:9]=2[CH:28]=1)=[O:4].[CH3:30][N:31]([C:33]1[CH:40]=[CH:39][CH:38]=[CH:37][C:34]=1C=O)[CH3:32].N#N.[C:43]([BH3-])#N.[Na+]>CO.CC(C)[O-].[Ti+4].CC(C)[O-].CC(C)[O-].CC(C)[O-].O>[CH3:1][O:2][C:3]([C:5]1[CH:6]=[C:7]([CH3:29])[C:8]2[O:14][C:13]3[C:15]([Cl:25])=[CH:16][C:17]([N:19]4[CH2:20][CH2:21][N:22]([CH2:43][C:38]5[CH:37]=[CH:34][C:33]([N:31]([CH3:30])[CH3:32])=[CH:40][CH:39]=5)[CH2:23][CH2:24]4)=[CH:18][C:12]=3[CH2:11][S:10](=[O:26])(=[O:27])[C:9]=2[CH:28]=1)=[O:4] |f:3.4,6.7.8.9.10|. Procedure: Titanium isopropoxide (0.33 mL, 1.09 mmol) was added to a solution of Example 104k (0.4 g, 0.91 mmol) and dimethylaminobenzaldehyde (0.136 g, 0.91 mmol) in dry methanol (10 mL). The reaction mixture was stirred at 50° C. in an atmosphere of N2 for 1.5 h. It was cooled, treated with sodium cyanoborohydride (0.054 g, 0.86 mmol) and stirred for 1.5 h. It was then treated with cold water and extracted with n-butanol. The organic layer was washed with water, brine, dried, concentrated and purified us... The reactants are C(C)(C)(C)OC(=O)CN(C(CC1=CC(=C(C=C1)Cl)Cl)=O)[C@H](CN1C[C@H](CC1)O)C1=CC=CC=C1 (N-(t-butoxycarbonyl)methyl-2-(3,4-dichlorophenyl)-N-[2-(3-(S)-hydroxypyrrolidin-1-yl)-1-(S)-phenylethyl]acetamide), Cl (HCl). The solvent is CO (methanol). Conditions: time 2 hour. The product is C(=O)(O)CN(C(CC1=CC(=C(C=C1)Cl)Cl)=O)[C@H](CN1C[C@H](CC1)O)C1=CC=CC=C1 (N-Carboxymethyl-2-(3,4-dichlorophenyl)-N-[2-(3-(S)-hydroxypyrrolidin-1-yl)-1-(S)-phenylethyl]acetamide). Isolated yield 56.5%. RXN SMILES: C([O:5][C:6]([CH2:8][N:9]([C@@H:21]([C:29]1[CH:34]=[CH:33][CH:32]=[CH:31][CH:30]=1)[CH2:22][N:23]1[CH2:27][CH2:26][C@H:25]([OH:28])[CH2:24]1)[C:10](=[O:20])[CH2:11][C:12]1[CH:17]=[CH:16][C:15]([Cl:18])=[C:14]([Cl:19])[CH:13]=1)=[O:7])(C)(C)C.Cl>CO>[C:6]([CH2:8][N:9]([C@@H:21]([C:29]1[CH:30]=[CH:31][CH:32]=[CH:33][CH:34]=1)[CH2:22][N:23]1[CH2:27][CH2:26][C@H:25]([OH:28])[CH2:24]1)[C:10](=[O:20])[CH2:11][C:12]1[CH:17]=[CH:16][C:15]([Cl:18])=[C:14]([Cl:19])[CH:13]=1)([OH:7])=[O:5]. Reported procedure: A mixture of N-(t-butoxycarbonyl)methyl-2-(3,4-dichlorophenyl)-N-[2-(3-(S)-hydroxypyrrolidin-1-yl)-1-(S)-phenylethyl]acetamide (306 mg, 0.6 mmol), HCl gas saturated methanol solution (8 ml), and methanol (2 ml) was refluxed with stirring for 2 h. After evaporation of the solvent, the resulting oil was crystallized from CH2Cl2 /MeOH to give 153 mg (52.3%) of desired compound as HCl salt of white powder.